Dataset: the Open Reaction Database (ORD), a public repository of structured organic reaction records. Task: describe an organic reaction: reactants, conditions, products, and yield Starting materials: FC(COC1=CC=CC(=N1)C(=O)O)(C(F)(F)F)F (6-(2,2,3,3,3-pentafluoro-propoxy)-pyridine-2-carboxylic acid), C1(CC1)C=1C=CC(=NC1OCC(C(F)(F)F)(F)F)C(=O)O (5-cyclopropyl-6-(2,2,3,3,3-pentafluoro-propoxy)-pyridine-2-carboxylic acid), NC(C(=O)NC)(CC)CC (2-amino-2-ethyl-N-methyl-butyramide). The product is C(C)C(CC)(C(NC)=O)NC(=O)C1=NC(=CC=C1)OCC(C(F)(F)F)(F)F (6-(2,2,3,3,3-Pentafluoro-propoxy)-pyridine-2-carboxylic acid (1-ethyl-1-methylcarbamoyl-propyl)-amide). RXN SMILES: [F:1][C:2]([F:18])([C:14]([F:17])([F:16])[F:15])[CH2:3][O:4][C:5]1[N:10]=[C:9]([C:11]([OH:13])=O)[CH:8]=[CH:7][CH:6]=1.C1(C2C=CC(C(O)=O)=NC=2OCC(F)(F)C(F)(F)F)CC1.[NH2:40][C:41]([CH2:48][CH3:49])([CH2:46][CH3:47])[C:42]([NH:44][CH3:45])=[O:43]>>[CH2:46]([C:41]([NH:40][C:11]([C:9]1[CH:8]=[CH:7][CH:6]=[C:5]([O:4][CH2:3][C:2]([F:1])([F:18])[C:14]([F:17])([F:16])[F:15])[N:10]=1)=[O:13])([C:42](=[O:43])[NH:44][CH3:45])[CH2:48][CH3:49])[CH3:47]. Reported procedure: The title compound was synthesized in analogy to Example 1, using the mixture of 6-(2,2,3,3,3-pentafluoro-propoxy)-pyridine-2-carboxylic acid and 5-cyclopropyl-6-(2,2,3,3,3-pentafluoro-propoxy)-pyridine-2-carboxylic acid (Example 297b) and 2-amino-2-ethyl-N-methyl-butyramide (Example 70b) as starting materials, the product was isolated by preparative HPLC; LC-MS (UV peak area/ESI) 100%, 398.1488 (M+H)+. Reactants: NC(=O)N (urea), C(CC)NS(=O)(=O)C1=C(C(=CC=C1Cl)N)O (N-propyl-3-amino-6-chloro-2-hydroxybenzenesulfonamide), ClC1=C(C=CC=C1)N=C=O (2-chlorophenylisocyanate). Product: ClC1=C(C(=C(C=C1)NC(=O)NC1=C(C=CC=C1)Cl)O)S(=O)(=O)NCCC (N-[4-chloro-2-hydroxyl-3-(N″-propylaminosulfonyl)phenyl]-N′(2-chlorophenyl) urea). The yield is 49.8%. Reaction SMILES: NC(N)=O.[CH2:5]([NH:8][S:9]([C:12]1[C:17]([Cl:18])=[CH:16][CH:15]=[C:14]([NH2:19])[C:13]=1[OH:20])(=[O:11])=[O:10])[CH2:6][CH3:7].[Cl:21][C:22]1[CH:27]=[CH:26][CH:25]=[CH:24][C:23]=1[N:28]=[C:29]=[O:30]>>[Cl:18][C:17]1[CH:16]=[CH:15][C:14]([NH:19][C:29]([NH:28][C:23]2[CH:24]=[CH:25][CH:26]=[CH:27][C:22]=2[Cl:21])=[O:30])=[C:13]([OH:20])[C:12]=1[S:9]([NH:8][CH2:5][CH2:6][CH3:7])(=[O:11])=[O:10]. Reported procedure: Following the general procedure for urea formation outlined in example 15, N-propyl-3-amino-6-chloro-2-hydroxybenzenesulfonamide (186 mg, 0.71 mmol) and 2-chlorophenylisocyanate (108 mg, 0.71 mmol) were coupled to form the desired urea (148 mg, 50%). LC-MS (m/z) 418.2 (M+). Starting materials: COC(CC=1C=C(C(=CC1)OC)C1=C(C=C(C=C1)C(F)(F)F)C=O)=O ((2′-formyl-6-methoxy-4′-trifluoromethyl-biphenyl-3-yl)-acetic acid methyl ester), COCCN (2-methoxyethylamine). Yields the product COC(CC=1C=C(C(=CC1)OC)C1=C(C=C(C=C1)C(F)(F)F)CNCCOC)=O ({6-Methoxy-2′-[(2-methoxy-ethylamino)-methyl]-4′-trifluoromethyl-biphenyl-3-yl}-acetic acid methyl ester). Reaction SMILES: [CH3:1][O:2][C:3](=[O:25])[CH2:4][C:5]1[CH:6]=[C:7]([C:13]2[CH:18]=[CH:17][C:16]([C:19]([F:22])([F:21])[F:20])=[CH:15][C:14]=2[CH:23]=O)[C:8]([O:11][CH3:12])=[CH:9][CH:10]=1.[CH3:26][O:27][CH2:28][CH2:29][NH2:30]>>[CH3:1][O:2][C:3](=[O:25])[CH2:4][C:5]1[CH:6]=[C:7]([C:13]2[CH:18]=[CH:17][C:16]([C:19]([F:21])([F:22])[F:20])=[CH:15][C:14]=2[CH2:23][NH:30][CH2:29][CH2:28][O:27][CH3:26])[C:8]([O:11][CH3:12])=[CH:9][CH:10]=1. Procedure: Prepared according to the procedure described in Example 1, Step 5, using the following starting materials: (2′-formyl-6-methoxy-4′-trifluoromethyl-biphenyl-3-yl)-acetic acid methyl ester and 2-methoxyethylamine. Starting materials: BrC(Br)(Br)Br, COC(=O)COc1ccc(CCCO)cc1, ClCCl, c1ccc(P(c2ccccc2)c2ccccc2)cc1. Yields the product COC(=O)COc1ccc(CCCBr)cc1. RXN SMILES: [C:36]([Br:37])([Br:38])([Br:39])[Br:40].[CH3:1][O:2][C:3]([CH2:4][O:5][c:6]1[cH:7][cH:8][c:9]([CH2:12][CH2:13][CH2:14][OH:15])[cH:10][cH:11]1)=[O:16].[Cl:41][CH2:42][Cl:43].[c:17]1([P:18]([c:19]2[cH:20][cH:21][cH:22][cH:23][cH:24]2)[c:25]2[cH:26][cH:27][cH:28][cH:29][cH:30]2)[cH:31][cH:32][cH:33][cH:34][cH:35]1>>[CH3:1][O:2][C:3]([CH2:4][O:5][c:6]1[cH:7][cH:8][c:9]([CH2:12][CH2:13][CH2:14][Br:37])[cH:10][cH:11]1)=[O:16]. Starting materials: [BH4-], COC(=O)C1C(C(=O)O)N(Cc2ccccc2)C(=O)N1Cc1ccccc1, CCO, [Ca+2], [Cl-], [Cl-], Cl, [Na+]. The product is O=C1OCC2C1N(Cc1ccccc1)C(=O)N2Cc1ccccc1. As a reaction SMILES: [BH4-:1].[CH2:3]([c:4]1[cH:5][cH:6][cH:7][cH:8][cH:9]1)[N:10]1[C:11](=[O:29])[N:12]([CH2:22][c:23]2[cH:24][cH:25][cH:26][cH:27][cH:28]2)[CH:13]([C:19](=[O:20])[OH:21])[CH:14]1[C:15](=[O:16])[O:17][CH3:18].[CH3:34][CH2:35][OH:36].[Ca+2:32].[Cl-:30].[Cl-:31].[ClH:33].[Na+:2]>>[CH2:3]([c:4]1[cH:5][cH:6][cH:7][cH:8][cH:9]1)[N:10]1[C:11](=[O:29])[N:12]([CH2:22][c:23]2[cH:24][cH:25][cH:26][cH:27][cH:28]2)[CH:13]2[CH:14]1[C:15](=[O:16])[O:20][CH2:19]2. Reactants: solution, C(C)(C)C=1C=CC(=C(C1)C1=C(C=C(C=C1)C(F)(F)F)CNC(OC)=O)OC (Methyl {[5′-isopropyl-2′-methoxy-4-(trifluoromethyl)biphenyl-2-yl]methyl}carbamate), FC(C=1C=C(CBr)C=CC1)(F)F (3-(Trifluoromethyl)benzyl bromide), C[Si](C)(C)[N-][Si](C)(C)C.[K+] (potassium bis(trimethylsilyl)amide), O (H2O). Run in C1(=CC=CC=C1)C (toluene), C1CCOC1 (THF). Reaction conditions: time 2 hour. The product is C(C)(C)C=1C=CC(=C(C1)C1=C(C=C(C=C1)C(F)(F)F)CN(C(OC)=O)CC1=CC(=CC=C1)C(F)(F)F)OC (methyl {[5′-isopropyl-2′-methoxy-4-(trifluoromethyl)biphenyl-2-yl]methyl}[3-(trifluoromethyl)benzyl]carbamate). As a reaction SMILES: [CH:1]([C:4]1[CH:5]=[CH:6][C:7]([O:26][CH3:27])=[C:8]([C:10]2[CH:15]=[CH:14][C:13]([C:16]([F:19])([F:18])[F:17])=[CH:12][C:11]=2[CH2:20][NH:21][C:22](=[O:25])[O:23][CH3:24])[CH:9]=1)([CH3:3])[CH3:2].[F:28][C:29]([F:39])([F:38])[C:30]1[CH:31]=[C:32]([CH:35]=[CH:36][CH:37]=1)[CH2:33]Br.C[Si]([N-][Si](C)(C)C)(C)C.[K+].O>C1COCC1.C1(C)C=CC=CC=1>[CH:1]([C:4]1[CH:5]=[CH:6][C:7]([O:26][CH3:27])=[C:8]([C:10]2[CH:15]=[CH:14][C:13]([C:16]([F:19])([F:18])[F:17])=[CH:12][C:11]=2[CH2:20][N:21]([CH2:33][C:32]2[CH:35]=[CH:36][CH:37]=[C:30]([C:29]([F:28])([F:38])[F:39])[CH:31]=2)[C:22](=[O:25])[O:23][CH3:24])[CH:9]=1)([CH3:3])[CH3:2] |f:2.3|. Procedure: Methyl {[5′-isopropyl-2′-methoxy-4-(trifluoromethyl)biphenyl-2-yl]methyl}carbamate (20 mg, 0.053 mmol) was dissolved in THF (1 mL). 3-(Trifluoromethyl)benzyl bromide (122 μL, 0.79 mmol) was added followed by potassium bis(trimethylsilyl)amide (320 μL of a 0.5 M solution in toluene, 0.160 mmol). The reaction was stirred for two hours and then poured into H2O (10 mL). The mixture was extracted with EtOAc (50 mL), and the organic extracts were washed with brine (10 mL), dried over Na2SO4, filtered,... The reactants are C(C1=CC=CC=C1)(=O)NC=1SC(=C(N1)C1=CC=CC=C1)C(=O)OCC (ethyl 2-benzamido-4-phenylthiazole-5-carboxylate), [OH-].[Li+] (lithium hydroxide). The solvent is O1CCCC1.O (tetrahydrofuran water). The product is C(C1=CC=CC=C1)(=O)NC=1SC(=C(N1)C1=CC=CC=C1)C(=O)O (2-Benzoylamino-4-phenylthiazole-5-carboxylic Acid). Isolated yield 59.7%. RXN SMILES: [C:1]([NH:9][C:10]1[S:11][C:12]([C:21]([O:23]CC)=[O:22])=[C:13]([C:15]2[CH:20]=[CH:19][CH:18]=[CH:17][CH:16]=2)[N:14]=1)(=[O:8])[C:2]1[CH:7]=[CH:6][CH:5]=[CH:4][CH:3]=1.[OH-].[Li+]>O1CCCC1.O>[C:1]([NH:9][C:10]1[S:11][C:12]([C:21]([OH:23])=[O:22])=[C:13]([C:15]2[CH:20]=[CH:19][CH:18]=[CH:17][CH:16]=2)[N:14]=1)(=[O:8])[C:2]1[CH:7]=[CH:6][CH:5]=[CH:4][CH:3]=1 |f:1.2,3.4|. Procedure: A mixture of ethyl 2-benzamido-4-phenylthiazole-5-carboxylate (1.62 g, 4.60 mmol) and lithium hydroxide (0.96 g, 23.00 mmol) was stirred at 50° C. in tetrahydrofuran/water mixture for 96 h. The organic solvent was removed in vacuo and the water layer was washed with ethyl acetate and then acidified by the addition of 15% hydrochloric acid solution to pH 5. The white precipitate obtained was collected by filtration and dried to afford 0.89 g of the title compound in 59% yield; 1H NMR (CDCl3, 300 ... Starting materials: C(C)(C)(C)[Si](OC=1C=C(C=CC1)S)(C)C (3-(t-butyl-dimethyl-silanyloxy)-benzenethiol), [H-].[Na+] (sodium hydride), C(C)OC(=O)[C@@H]1N(CCC1)C(=O)Cl ((R)-1-chlorocarbonyl-pyrrolidine-2-carboxylic acid ethyl ester). The solvent is C(C)(=O)OCC (ethyl acetate), C1CCOC1 (THF). Reaction conditions: time 10 minute. Yields the product C(C)OC(=O)[C@@H]1N(CCC1)C(=O)SC1=CC(=CC=C1)O[Si](C)(C)C(C)(C)C ((R)-1-[3-(t-butyl-dimethyl-silanyloxy)-phenyl-sulfanylcarbonyl]-pyrrolidine-2-carboxylic acid ethyl ester). As a reaction SMILES: [H-].[Na+].[C:3]([Si:7]([CH3:17])([CH3:16])[O:8][C:9]1[CH:10]=[C:11]([SH:15])[CH:12]=[CH:13][CH:14]=1)([CH3:6])([CH3:5])[CH3:4].[CH2:18]([O:20][C:21]([C@H:23]1[CH2:27][CH2:26][CH2:25][N:24]1[C:28](Cl)=[O:29])=[O:22])[CH3:19]>C1COCC1.C(OCC)(=O)C>[CH2:18]([O:20][C:21]([C@H:23]1[CH2:27][CH2:26][CH2:25][N:24]1[C:28]([S:15][C:11]1[CH:12]=[CH:13][CH:14]=[C:9]([O:8][Si:7]([C:3]([CH3:6])([CH3:5])[CH3:4])([CH3:17])[CH3:16])[CH:10]=1)=[O:29])=[O:22])[CH3:19] |f:0.1|. Procedure: To a stirred suspension of sodium hydride (0.25 g, 6.3 mmol) in anhydrous THF (20 mL) is added 3-(t-butyl-dimethyl-silanyloxy)-benzenethiol (1.3 g, 5.22 mmol) at RT. After 10 min, the title A compound, (R)-1-chlorocarbonyl-pyrrolidine-2-carboxylic acid ethyl ester (1.1 g, 5.22 mmol) is added and the reaction is stirred for 24 h. The reaction mixture is diluted with ethyl acetate, washed with water and brine, dried over anhydrous magnesium sulfate and concentrated at reduced pressure. The crude p... Starting materials: C(C1=CC=CC=C1)(=O)[O-].[Na+] (sodium benzoate), ClCCC(OCC)OCC (3-chloro-1,1-diethoxypropane). Run in CN(C=O)C (dimethylformamide). Conditions: time 4 hour. Product: C(C1=CC=CC=C1)(=O)OCCC(OCC)OCC (3-ethoxy-4-oxahexyl benzoate). The yield is 80.5%. Reaction SMILES: [C:1]([O-:9])(=[O:8])[C:2]1[CH:7]=[CH:6][CH:5]=[CH:4][CH:3]=1.[Na+].Cl[CH2:12][CH2:13][CH:14]([O:18][CH2:19][CH3:20])[O:15][CH2:16][CH3:17]>CN(C)C=O>[C:1]([O:9][CH2:12][CH2:13][CH:14]([O:18][CH2:19][CH3:20])[O:15][CH2:16][CH3:17])(=[O:8])[C:2]1[CH:7]=[CH:6][CH:5]=[CH:4][CH:3]=1 |f:0.1|. Reported procedure: To a stirred solution of 5.0 grams (0.034 mole) of sodium benzoate in 100 ml of dimethylformamide was added 5.2 grams (0.031 mole) of 3-chloro-1,1-diethoxypropane. Upon completion of addition, the reaction mixture was warmed to reflux where it stirred for four hours. After this time the reaction mixture was cooled to ambient temperature and was filtered to remove a solid. The filtrate was diluted with water, and the mixture was extracted with diethyl ether. The combined extracts were dried with ...